This data is from the Open Reaction Database (ORD), a public repository of structured organic reaction records. The task is: describe an organic reaction: reactants, conditions, products, and yield Reactants: C(C)(C)(C)OC(C(CC(C)C)NC(C1=C(C=CC(=C1)NC(C)=O)SSC1=C(C=C(C=C1)NC(C)=O)C(NC(CC(C)C)C(=O)OC(C)(C)C)=O)=O)=O (2-{5-acetylamino-2-[4-acetylamino-2-(1-tert-butoxycarbonyl-3-methyl-butylcarbamoyl)-phenyldisulfanyl]-benzoylamino}-4-methyl-pentanoic acid tert-butyl ester), FC(C(=O)O)(F)F (trifluoroacetic acid). Solvent: ClCCl (dichloromethane). Yields the product C(C)(=O)NC=1C=CC(=C(C(=O)NC(C(=O)O)CC(C)C)C1)SSC1=C(C=C(C=C1)NC(C)=O)C(NC(CC(C)C)C(=O)O)=O (2-{5-Acetylamino-2-[4-acetylamino-2-(1-carboxy-3-methyl-butylcarbamoyl)-phenyldisulfanyl]-benzoylamino}-4-methyl-pentanoic acid). Isolated yield 77.3%. Reaction SMILES: C([O:5][C:6](=[O:52])[CH:7]([NH:12][C:13](=[O:51])[C:14]1[CH:19]=[C:18]([NH:20][C:21](=[O:23])[CH3:22])[CH:17]=[CH:16][C:15]=1[S:24][S:25][C:26]1[CH:31]=[CH:30][C:29]([NH:32][C:33](=[O:35])[CH3:34])=[CH:28][C:27]=1[C:36](=[O:50])[NH:37][CH:38]([C:43]([O:45]C(C)(C)C)=[O:44])[CH2:39][CH:40]([CH3:42])[CH3:41])[CH2:8][CH:9]([CH3:11])[CH3:10])(C)(C)C.FC(F)(F)C(O)=O>ClCCl>[C:21]([NH:20][C:18]1[CH:17]=[CH:16][C:15]([S:24][S:25][C:26]2[CH:31]=[CH:30][C:29]([NH:32][C:33](=[O:35])[CH3:34])=[CH:28][C:27]=2[C:36](=[O:50])[NH:37][CH:38]([C:43]([OH:45])=[O:44])[CH2:39][CH:40]([CH3:41])[CH3:42])=[C:14]([CH:19]=1)[C:13]([NH:12][CH:7]([CH2:8][CH:9]([CH3:11])[CH3:10])[C:6]([OH:52])=[O:5])=[O:51])(=[O:23])[CH3:22]. Procedure: This compound was prepared according to the procedure described in Example 50 using [S-(R*,R*)]2-{5-acetylamino-2-[4-acetylamino-2-(1-tert-butoxycarbonyl-3-methyl-butylcarbamoyl)-phenyldisulfanyl]-benzoylamino}-4-methyl-pentanoic acid tert-butyl ester (0.2 g, 0.2 mmol) from Example 44, 10 mL dichloromethane, and 10 mL trifluoroacetic acid. The crude product was recrystallized from dimethylformamide/water to afford 0.1 g of the title compound, mp 241°-242° C. Starting materials: Cc1cc(Br)cc(C)c1C#N, O=C([O-])C(O)C(O)C(=O)[O-], CC(C)C[AlH]CC(C)C, ClCCl, [K+], [Na+]. The product is Cc1cc(Br)cc(C)c1C=O. Reaction SMILES: [Br:10][c:11]1[cH:12][c:13]([CH3:20])[c:14]([C:15]#[N:16])[c:17]([CH3:19])[cH:18]1.[C:21](=[O:22])([CH:23]([CH:24]([C:25]([O-:26])=[O:27])[OH:28])[OH:29])[O-:30].[CH3:1][CH:2]([CH2:3][AlH:4][CH2:5][CH:6]([CH3:7])[CH3:8])[CH3:9].[Cl:33][CH2:34][Cl:35].[K+:31].[Na+:32]>>[Br:10][c:11]1[cH:12][c:13]([CH3:20])[c:14]([CH:15]=[O:22])[c:17]([CH3:19])[cH:18]1. The reactants are COC=1C=C(C=C(C1)OC)C=CC(C)=O (4-(3,5-dimethoxyphenyl)-but-3-en-2-one), BrC1=CC(=C(C=C1)OC)OC (4-bromo-1,2-dimethoxybenzene), CC(=O)[O-].[Na+] (NaOAc), CCOC(=O)C (EtOAc). The reagents and catalysts are [Br-].C(CCC)[N+](CCCC)(CCCC)CCCC (tetrabutylammonium bromide), CC(=O)[O-].CC(=O)[O-].[Pd+2] (Pd(OAc)2). The solvent is CN(C)C=O (DMF), CN(C)C=O (DMF), O (H2O). Run at temperature 60 celsius. Product: COC=1C=C(C=CC1OC)C(=CC(C)=O)C1=CC(=CC(=C1)OC)OC (4-(3,4-dimethoxy-phenyl)-4-(3,5-dimethoxy-phenyl)-but-3-en-2-one). Isolated yield 14.4%. RXN SMILES: [CH3:1][O:2][C:3]1[CH:4]=[C:5]([CH:11]=[CH:12][C:13](=[O:15])[CH3:14])[CH:6]=[C:7]([O:9][CH3:10])[CH:8]=1.Br[C:17]1[CH:22]=[CH:21][C:20]([O:23][CH3:24])=[C:19]([O:25][CH3:26])[CH:18]=1.CC([O-])=O.[Na+].CCOC(C)=O>CN(C=O)C.[Br-].C([N+](CCCC)(CCCC)CCCC)CCC.CC([O-])=O.CC([O-])=O.[Pd+2].O>[CH3:24][O:23][C:20]1[CH:21]=[C:22]([C:11]([C:5]2[CH:6]=[C:7]([O:9][CH3:10])[CH:8]=[C:3]([O:2][CH3:1])[CH:4]=2)=[CH:12][C:13](=[O:15])[CH3:14])[CH:17]=[CH:18][C:19]=1[O:25][CH3:26] |f:2.3,6.7,8.9.10|. Procedure: A suspension of Pd(OAc)2 (67 mg, 0.30 mmol) in DMF (1 ml) was added to a stirred suspension of 4-(3,5-dimethoxyphenyl)-but-3-en-2-one (2.05 g, 9.96 mmol), 4-bromo-1,2-dimethoxybenzene (2.15 ml, 14.94 mmol), NaOAc (1.39 g, 16.94 mmol), and tetrabutylammonium bromide (3.53 g, 10.96 mmol) in DMF (19 ml). The suspension was heated at ˜60° C. overnight. The mixture was then poured into EtOAc (50 ml) and H2O (150 ml), followed by extraction with EtOAc (2×50 ml), washing with H2O (2×50 ml), brine (50 m... Starting materials: C(C1=CC=CC=C1)OC1=CC(N(C=C1)C=1C=CC=2N(C1)C(=C(N2)C2CC2)C)=O (4-(benzyloxy)-1-(2-cyclopropyl-3-methylimidazo[1,2-a]pyridin-6-yl)pyridin-2(1H)-one), Cl (HCl). The solvent is CCOC(=O)C (EtOAc). Reaction conditions: time 3 hour. Product: Cl.C(C1=CC=CC=C1)OC1=CC(N(C=C1)C=1C=CC=2N(C1)C(=C(N2)C2CC2)C)=O (4-(Benzyloxy)-1-(2-cyclopropyl-3-methylimidazo[1,2-a]pyridin-6-yl)pyridin-2(1H)-one hydrochloride). Reaction SMILES: [CH2:1]([O:8][C:9]1[CH:14]=[CH:13][N:12]([C:15]2[CH:16]=[CH:17][C:18]3[N:19]([C:21]([CH3:27])=[C:22]([CH:24]4[CH2:26][CH2:25]4)[N:23]=3)[CH:20]=2)[C:11](=[O:28])[CH:10]=1)[C:2]1[CH:7]=[CH:6][CH:5]=[CH:4][CH:3]=1.[ClH:29]>CCOC(C)=O>[ClH:29].[CH2:1]([O:8][C:9]1[CH:14]=[CH:13][N:12]([C:15]2[CH:16]=[CH:17][C:18]3[N:19]([C:21]([CH3:27])=[C:22]([CH:24]4[CH2:26][CH2:25]4)[N:23]=3)[CH:20]=2)[C:11](=[O:28])[CH:10]=1)[C:2]1[CH:3]=[CH:4][CH:5]=[CH:6][CH:7]=1 |f:3.4|. Procedure: To a suspension of 4-(benzyloxy)-1-(2-cyclopropyl-3-methylimidazo[1,2-a]pyridin-6-yl)pyridin-2(1H)-one (50 mg) in EtOAc (3 ml) was added 4 M HCl (EtOAc solution) (0.067 ml), and the mixture was stirred at room temperature for 3 h. The resulting solid was collected, washed with EtOAc, and dried in vacuo to give the title compound (44.0 mg) as a white solid. The reactants are B(Br)(Br)Br (boron tribromide), COC=1C=C(C=C(C1OC)[N+](=O)[O-])C1=NC(=NO1)C (5-(3,4-dimethoxy-5-nitrophenyl)-3-methyl-1,2,4-oxadiazole), C(C)O (ethanol). Run in C(Cl)Cl (methylene chloride), C(Cl)Cl (methylene chloride). Run at time 48 hour. Yields the product CC1=NOC(=N1)C1=CC(=C(C(O)=C1)O)[N+](=O)[O-] (5-(3-methyl-1,2,4-oxadiazol-5- yl)-3-nitropyrocatechol). RXN SMILES: C[O:2][C:3]1[CH:4]=[C:5]([C:14]2[O:18][N:17]=[C:16]([CH3:19])[N:15]=2)[CH:6]=[C:7]([N+:11]([O-:13])=[O:12])[C:8]=1[O:9]C.B(Br)(Br)Br.C(O)C>C(Cl)Cl>[CH3:19][C:16]1[N:15]=[C:14]([C:5]2[CH:4]=[C:3]([OH:2])[C:8]([OH:9])=[C:7]([N+:11]([O-:13])=[O:12])[CH:6]=2)[O:18][N:17]=1. Procedure: 2.5 g of 5-(3,4-dimethoxy-5-nitrophenyl)-3-methyl-1,2,4-oxadiazole are dissolved in 70 ml of methylene chloride. After cooling to -60° there is added dropwise thereto within 20 minutes while stirring a solution of 23.62 g of boron tribromide in 50 ml of methylene chloride, whereupon the mixture is held at the reflux temperature for 48 hours. After cooling to -60°, the mixture is treated with 60 ml of ethanol and subsequently stirred at room temperature for 30 minutes. The yellow solution is evap... Starting materials: CCO, I, CN(CCO)CCCN1CCCc2cc(N)ccc21, [Na+], [Na+], O=C([O-])[O-], O, CSC(=N)c1cccs1. Reaction SMILES: [CH3:30][CH2:31][OH:32].[IH:20].[NH2:1][c:2]1[cH:3][c:4]2[c:9]([cH:10][cH:11]1)[N:8]([CH2:12][CH2:13][CH2:14][N:15]([CH2:16][CH2:17][OH:18])[CH3:19])[CH2:7][CH2:6][CH2:5]2.[Na+:34].[Na+:35].[O-:36][C:37](=[O:38])[O-:39].[OH2:33].[s:21]1[c:22]([C:26](=[NH:27])[S:28][CH3:29])[cH:23][cH:24][cH:25]1>>[NH:1]([c:2]1[cH:3][c:4]2[c:9]([cH:10][cH:11]1)[N:8]([CH2:12][CH2:13][CH2:14][N:15]([CH2:16][CH2:17][OH:18])[CH3:19])[CH2:7][CH2:6][CH2:5]2)[C:26]([c:22]1[s:21][cH:25][cH:24][cH:23]1)=[NH:27]. The product is CN(CCO)CCCN1CCCc2cc(NC(=N)c3cccs3)ccc21.